Dataset: the Open Reaction Database (ORD), a public repository of structured organic reaction records. Task: describe an organic reaction: reactants, conditions, products, and yield Reactants: CC(NC(=O)C1CS(=O)CN1C(=O)c1ccccc1)c1ccccc1, ClCCl, O=C(OO)c1cccc(Cl)c1, c1ccccc1. Product: CC(NC(=O)C1CS(=O)(=O)CN1C(=O)c1ccccc1)c1ccccc1. RXN SMILES: [C:1]([c:2]1[cH:3][cH:4][cH:5][cH:6][cH:7]1)(=[O:8])[N:9]1[CH2:10][S:11](=[O:25])[CH2:12][CH:13]1[C:14]([NH:15][CH:16]([c:17]1[cH:18][cH:19][cH:20][cH:21][cH:22]1)[CH3:23])=[O:24].[CH2:43]([Cl:44])[Cl:45].[Cl:26][c:27]1[cH:28][cH:29][cH:30][c:31]([C:32]([O:33][OH:35])=[O:34])[cH:36]1.[cH:37]1[cH:38][cH:39][cH:40][cH:41][cH:42]1>>[C:1]([c:2]1[cH:3][cH:4][cH:5][cH:6][cH:7]1)(=[O:8])[N:9]1[CH2:10][S:11](=[O:25])(=[O:34])[CH2:12][CH:13]1[C:14]([NH:15][CH:16]([c:17]1[cH:18][cH:19][cH:20][cH:21][cH:22]1)[CH3:23])=[O:24]. Starting materials: O=C([O-])O, CCC(CC)(c1ccc(C#CC(OCOC)(C(F)(F)F)C(F)(F)F)c(C)c1)c1ccc(-c2cncc(CC(=O)OC)c2)c(C)c1, ClCCl, [Na+], O=C(O)C(F)(F)F. Yields the product CCC(CC)(c1ccc(C#CC(O)(C(F)(F)F)C(F)(F)F)c(C)c1)c1ccc(-c2cncc(CC(=O)OC)c2)c(C)c1. As a reaction SMILES: [C:53](=[O:54])([OH:55])[O-:56].[CH3:8][O:9][C:10]([CH2:11][c:12]1[cH:13][n:14][cH:15][c:16](-[c:18]2[c:19]([CH3:51])[cH:20][c:21]([C:24]([CH2:25][CH3:26])([c:27]3[cH:28][c:29]([CH3:48])[c:30]([C:33]#[C:34][C:35]([C:36]([F:37])([F:38])[F:39])([C:40]([F:41])([F:42])[F:43])[O:44][CH2:45][O:46][CH3:47])[cH:31][cH:32]3)[CH2:49][CH3:50])[cH:22][cH:23]2)[cH:17]1)=[O:52].[Cl:58][CH2:59][Cl:60].[Na+:57].[OH:1][C:2]([C:3]([F:4])([F:5])[F:6])=[O:7]>>[CH3:8][O:9][C:10]([CH2:11][c:12]1[cH:13][n:14][cH:15][c:16](-[c:18]2[c:19]([CH3:51])[cH:20][c:21]([C:24]([CH2:25][CH3:26])([c:27]3[cH:28][c:29]([CH3:48])[c:30]([C:33]#[C:34][C:35]([C:36]([F:37])([F:38])[F:39])([C:40]([F:41])([F:42])[F:43])[OH:44])[cH:31][cH:32]3)[CH2:49][CH3:50])[cH:22][cH:23]2)[cH:17]1)=[O:52].